This data is from the Open Reaction Database (ORD), a public repository of structured organic reaction records. The task is: describe an organic reaction: reactants, conditions, products, and yield Starting materials: COC(=O)C1=CC=C(S1)C1N(CCC1)C(=O)OC(C)(C)C (tert-butyl 2-(5-(methoxycarbonyl)thiophen-2-yl)pyrrolidine-1-carboxylate), [OH-].[Li+] (lithium hydroxide). The solvent is C1CCOC1 (THF), O (water). Reaction conditions: time 8 hour. Yields the product C(C)(C)(C)OC(=O)N1C(CCC1)C1=CC=C(S1)C(=O)O (5-(1-(tert-butoxycarbonyl)pyrrolidin-2-yl)thiophene-2-carboxylic acid). RXN SMILES: C[O:2][C:3]([C:5]1[S:9][C:8]([CH:10]2[CH2:14][CH2:13][CH2:12][N:11]2[C:15]([O:17][C:18]([CH3:21])([CH3:20])[CH3:19])=[O:16])=[CH:7][CH:6]=1)=[O:4].[OH-].[Li+]>C1COCC1.O>[C:18]([O:17][C:15]([N:11]1[CH2:12][CH2:13][CH2:14][CH:10]1[C:8]1[S:9][C:5]([C:3]([OH:4])=[O:2])=[CH:6][CH:7]=1)=[O:16])([CH3:21])([CH3:19])[CH3:20] |f:1.2|. Procedure: To a mixture of EXAMPLE 34B (2.7 g) in THF (50 mL) was added lithium hydroxide (0.2 g) in water (5 mL). The mixture was stirred at ambient temperature overnight and partitioned between ethyl acetate and 0.5 M hydrochloric acid. The extract was washed with water, dried over magnesium sulfate, filtered and concentrated. The concentrate was flash chromatographed on silica gel with ethyl acetate. Starting materials: COC1=CC=C(C=C1)C1=COC2=CC(=CC=C2C1=O)OCC1OC1 (3-(4-Methoxyphenyl)-7-(oxiran-2-ylmethoxy)chromen-4-one), FC(C=1C=C(CN)C=CC1)(F)F (3-(trifluoromethyl)benzylamine), C(C)(C)N(CC)C(C)C (diisopropylethylamine). Solvent: C(C)O (ethanol). The product is OC(COC1=CC=C2C(C(=COC2=C1)C1=CC=C(C=C1)OC)=O)CNCC1=CC(=CC=C1)C(F)(F)F (7-[2-hydroxy-3-({[3-(trifluoromethyl)phenyl]methyl}amino)propoxy]-3-(4-methoxyphenyl)chromen-4-one). As a reaction SMILES: [CH3:1][O:2][C:3]1[CH:8]=[CH:7][C:6]([C:9]2[C:18](=[O:19])[C:17]3[C:12](=[CH:13][C:14]([O:20][CH2:21][CH:22]4[CH2:24][O:23]4)=[CH:15][CH:16]=3)[O:11][CH:10]=2)=[CH:5][CH:4]=1.[F:25][C:26]([F:36])([F:35])[C:27]1[CH:28]=[C:29]([CH:32]=[CH:33][CH:34]=1)[CH2:30][NH2:31].C(N(C(C)C)CC)(C)C>C(O)C>[OH:23][CH:22]([CH2:24][NH:31][CH2:30][C:29]1[CH:32]=[CH:33][CH:34]=[C:27]([C:26]([F:35])([F:36])[F:25])[CH:28]=1)[CH2:21][O:20][C:14]1[CH:13]=[C:12]2[C:17]([C:18](=[O:19])[C:9]([C:6]3[CH:7]=[CH:8][C:3]([O:2][CH3:1])=[CH:4][CH:5]=3)=[CH:10][O:11]2)=[CH:16][CH:15]=1. Reported procedure: 3-(4-Methoxyphenyl)-7-(oxiran-2-ylmethoxy)chromen-4-one (0.24 g, 0.74 mmol), 3-(trifluoromethyl)benzylamine (0.11 ml, 0.74 mmol) and diisopropylethylamine (0.26 g, 1.47 mmol) was stirred in ethanol (15 ml) at 78° C. overnight. The solvent was removed under reduced pressure, and the residue chromatographed on silica gel, eluting with 5% methanol/dichloromethane, followed by recrystallization from ethyl acetate/hexane to provide 7-[2-hydroxy-3-({[3-(trifluoromethyl)phenyl]methyl}amino)propoxy]-3-(... Starting materials: C=C(C)C(=O)N=C=O, ClC(Cl)Cl, OCC1CO1, ClCCCl. Reaction SMILES: [C:6]([C:7](=[CH2:8])[CH3:9])(=[O:10])[N:11]=[C:12]=[O:13].[CH:14]([Cl:15])([Cl:16])[Cl:17].[CH:1]1([CH2:2][OH:3])[CH2:4][O:5]1.[Cl:18][CH2:19][CH2:20][Cl:21]>>[CH:1]1([CH2:2][O:3][C:12]([NH:11][C:6]([C:7](=[CH2:8])[CH3:9])=[O:10])=[O:13])[CH2:4][O:5]1. Yields the product C=C(C)C(=O)NC(=O)OCC1CO1. The reactants are CCOC(=O)CCCOc1ccc(C2C3CC4CC(C3)CC2C4)cc1, CCO, [Na+], [OH-]. Product: O=C(O)CCCOc1ccc(C2C3CC4CC(C3)CC2C4)cc1. Reaction SMILES: [CH2:1]([CH3:2])[O:3][C:4]([CH2:5][CH2:6][CH2:7][O:8][c:9]1[cH:10][cH:11][c:12]([CH:15]2[CH:16]3[CH2:17][CH:18]4[CH2:19][CH:20]([CH2:21][CH:22]2[CH2:23]4)[CH2:24]3)[cH:13][cH:14]1)=[O:25].[CH3:28][CH2:29][OH:30].[Na+:27].[OH-:26]>>[O:3]=[C:4]([CH2:5][CH2:6][CH2:7][O:8][c:9]1[cH:10][cH:11][c:12]([CH:15]2[CH:16]3[CH2:17][CH:18]4[CH2:19][CH:20]([CH2:21][CH:22]2[CH2:23]4)[CH2:24]3)[cH:13][cH:14]1)[OH:25]. Starting materials: C(C1=CC=CC=C1)(=O)NC(C(=O)O)C1=CC=C(C=C1)C1=CC=C(C=C1)S(=O)(=O)O (α-(benzoylamino)-4'-sulfo[1,1'-biphenyl]-4-acetic acid), CO (methanol), Cl (hydrogen chloride). Reaction conditions: time 2.5 hour. Product: C(C1=CC=CC=C1)(=O)NC(C(=O)OC)C1=CC=C(C=C1)C1=CC=C(C=C1)S(=O)(=O)O (methyl α-(benzoylamino)-4'-sulfo[1,1'-biphenyl]-4-acetate). RXN SMILES: [C:1]([NH:9][CH:10]([C:14]1[CH:19]=[CH:18][C:17]([C:20]2[CH:25]=[CH:24][C:23]([S:26]([OH:29])(=[O:28])=[O:27])=[CH:22][CH:21]=2)=[CH:16][CH:15]=1)[C:11]([OH:13])=[O:12])(=[O:8])[C:2]1[CH:7]=[CH:6][CH:5]=[CH:4][CH:3]=1.Cl.[CH3:31]O>>[C:1]([NH:9][CH:10]([C:14]1[CH:19]=[CH:18][C:17]([C:20]2[CH:21]=[CH:22][C:23]([S:26]([OH:29])(=[O:28])=[O:27])=[CH:24][CH:25]=2)=[CH:16][CH:15]=1)[C:11]([O:13][CH3:31])=[O:12])(=[O:8])[C:2]1[CH:7]=[CH:6][CH:5]=[CH:4][CH:3]=1. Procedure: To a mixture of 12.46 g (30.31 mmol) of α-(benzoylamino)-4'-sulfo[1,1'-biphenyl]-4-acetic acid in 60 mL of methanol was added 6 g of anhydrous hydrogen chloride. When the addition was complete, the mixture was stirred for 2.5 h. The solvent was removed under reduced pressure.